From a dataset of the Open Reaction Database (ORD), a public repository of structured organic reaction records. describe an organic reaction: reactants, conditions, products, and yield Starting materials: COC(=O)C1C[C@@H]([C@H](C1)OC)N ((3S,4S)-3-amino-4-methoxy-cyclopentanecarboxylic acid methyl ester), ClC1=CC=C(S1)C(=O)O (5-chloro-2-thiophenecarboxylic acid). Product: COC(=O)[C@@H]1C[C@@H]([C@H](C1)OC)NC(=O)C=1SC(=CC1)Cl ((1R,3S,4S)-3-[(5-chloro-thiophene-2-carbonyl)-amino]-4-methoxy-cyclopentanecarboxylic acid methyl ester), COC(=O)[C@H]1C[C@@H]([C@H](C1)OC)NC(=O)C=1SC(=CC1)Cl ((1S,3S,4S)-3-[(5-chloro-thiophene-2-carbonyl)-amino]-4-methoxy-cyclopentanecarboxylic acid methyl ester). As a reaction SMILES: [CH3:1][O:2][C:3]([CH:5]1[CH2:9][C@H:8]([O:10][CH3:11])[C@@H:7]([NH2:12])[CH2:6]1)=[O:4].[Cl:13][C:14]1[S:18][C:17]([C:19]([OH:21])=[O:20])=[CH:16][CH:15]=1>>[CH3:1][O:2][C:3]([C@H:5]1[CH2:9][C@H:8]([O:10][CH3:11])[C@@H:7]([NH:12][C:19]([C:17]2[S:18][C:14]([Cl:13])=[CH:15][CH:16]=2)=[O:20])[CH2:6]1)=[O:4].[CH3:1][O:2][C:3]([C@@H:5]1[CH2:9][C@H:8]([O:10][CH3:11])[C@@H:7]([NH:12][C:19]([C:17]2[S:18][C:14]([Cl:13])=[CH:15][CH:16]=2)=[O:21])[CH2:6]1)=[O:4]. Procedure: In analogy to example 10B, (3S,4S)-3-amino-4-methoxy-cyclopentanecarboxylic acid methyl ester was coupled with 5-chloro-2-thiophenecarboxylic acid. The epimers were separated by column chromatography (silica gel; gradient: cyclohexane→cyclohexane/EtOAc 65:35) to give (1R,3S,4S)-3-[(5-chloro-thiophene-2-carbonyl)-amino]-4-methoxy-cyclopentanecarboxylic acid methyl ester and (1S,3S,4S)-3-[(5-chloro-thiophene-2-carbonyl)-amino]-4-methoxy-cyclopentanecarboxylic acid methyl ester, both as off-white s... Reactants: C(C)OC(C(CC1=CC=C(C=C1)O)(C)OC1=CC(=C(C=C1)C)C)=O (2-(3,4-dimethylphenoxy)-3-(4-hydroxyphenyl)-2-methylpropionic acid ethyl ester), C1(CCCCC1)C=1OC(=C(N1)CCOS(=O)(=O)C1=CC=C(C=C1)C)C (toluene-4-sulfonic acid 2-(2-cyclohexyl-5-methyl-oxazol-4-yl)-ethyl ester). Yields the product C1(CCCCC1)C=1OC(=C(N1)CCOC1=CC=C(C=C1)CC(C(=O)O)(C)OC1=CC(=C(C=C1)C)C)C (3-{4-[2-(2-Cyclohexyl-5-methyl-oxazol-4-yl)-ethoxy]-phenyl}-2-(3,4-dimethyl-phenoxy)-2-methyl-propionic acid). RXN SMILES: C([O:3][C:4](=[O:24])[C:5]([O:15][C:16]1[CH:21]=[CH:20][C:19]([CH3:22])=[C:18]([CH3:23])[CH:17]=1)([CH3:14])[CH2:6][C:7]1[CH:12]=[CH:11][C:10](O)=[CH:9][CH:8]=1)C.[CH:25]1([C:31]2[O:32][C:33]([CH3:49])=[C:34]([CH2:36][CH2:37][O:38]S(C3C=CC(C)=CC=3)(=O)=O)[N:35]=2)[CH2:30][CH2:29][CH2:28][CH2:27][CH2:26]1>>[CH:25]1([C:31]2[O:32][C:33]([CH3:49])=[C:34]([CH2:36][CH2:37][O:38][C:10]3[CH:9]=[CH:8][C:7]([CH2:6][C:5]([O:15][C:16]4[CH:21]=[CH:20][C:19]([CH3:22])=[C:18]([CH3:23])[CH:17]=4)([CH3:14])[C:4]([OH:24])=[O:3])=[CH:12][CH:11]=3)[N:35]=2)[CH2:26][CH2:27][CH2:28][CH2:29][CH2:30]1. Reported procedure: The representative parallel synthesis procedure (B) was used to prepare the title compound from 2-(3,4-dimethylphenoxy)-3-(4-hydroxyphenyl)-2-methylpropionic acid ethyl ester and toluene-4-sulfonic acid 2-(2-cyclohexyl-5-methyl-oxazol-4-yl)-ethyl ester. 1H NMR (400 MHz, CDCl3) δ 7.18 (d, 2H, J=8.4 Hz), 6.99 (d, 1H, J=8.4 Hz), 6.79 (d, 2H, J=8.4 Hz), 6.71 (d, 1H, J=2.4 Hz), 6.64 (dd, 1H, J=8.4, 2.4 Hz), 4.16 (t, 2H, J=6.0 Hz), 3.21 and 3.11 (d of Abq, 2H, J=14.0 Hz), 2.98 (t, 2H, J=6.0 Hz), 2.91 ... Starting materials: O=C1CCN(C(=O)OCc2ccccc2)CC1, C1CCOC1, COC(=O)c1sccc1N. The product is COC(=O)c1sccc1NC1CCN(C(=O)OCc2ccccc2)CC1. Reaction SMILES: [CH2:11]([c:12]1[cH:13][cH:14][cH:15][cH:16][cH:17]1)[O:18][C:19](=[O:20])[N:21]1[CH2:22][CH2:23][C:24](=[O:27])[CH2:25][CH2:26]1.[CH2:28]1[O:29][CH2:30][CH2:31][CH2:32]1.[CH3:1][O:2][C:3](=[O:4])[c:5]1[s:6][cH:7][cH:8][c:9]1[NH2:10]>>[CH3:1][O:2][C:3](=[O:4])[c:5]1[s:6][cH:7][cH:8][c:9]1[NH:10][CH:24]1[CH2:23][CH2:22][N:21]([C:19]([O:18][CH2:11][c:12]2[cH:13][cH:14][cH:15][cH:16][cH:17]2)=[O:20])[CH2:26][CH2:25]1. The reactants are [Cl-].C(C)N(CCO)C1=CC=C(C=C1)[N+]#N (p-(N-ethyl-N-2-hydroxyethylamino)benzenediazonium chloride), C1=C(C(=CC2=CC=CC=C12)O)O (2,3-naphthalenediol), N(=O)[O-].[Na+] (sodium nitrite), green crystals, S(O)(O)(=O)=O.C(C)N(C1=CC=C(C=C1)N)CCO (N-ethyl-N-2-hydroxyethyl-p-phenylenediamine bisulfate), Cl (hydrochloric acid), N (ammonia). Solvent: N1=CC=CC=C1 (pyridine), O (water), O (water). Yields the product C(C)N(CCO)C1=CC=C(C=C1)N=NC1=C(C(=C(C2=CC=CC=C12)N=NC1=CC=C(C=C1)N(CC)CCO)O)O (1,4-bis[p-(N-ethyl-N-2-hydroxyethylamino)phenylazo]-2,3-naphthalenediol). RXN SMILES: [Cl-].[CH2:2]([N:4]([C:8]1[CH:13]=[CH:12][C:11]([N+:14]#[N:15])=[CH:10][CH:9]=1)[CH2:5][CH2:6][OH:7])[CH3:3].S(=O)(=O)(O)O.[CH2:21]([N:23]([CH2:31][CH2:32][OH:33])[C:24]1[CH:29]=[CH:28][C:27]([NH2:30])=[CH:26][CH:25]=1)[CH3:22].Cl.N([O-])=O.[Na+].[CH:39]1[C:48]2[C:43](=[CH:44][CH:45]=[CH:46][CH:47]=2)[CH:42]=[C:41]([OH:49])[C:40]=1[OH:50].[NH3:51]>O.N1C=CC=CC=1>[CH2:2]([N:4]([C:8]1[CH:13]=[CH:12][C:11]([N:14]=[N:15][C:42]2[C:43]3[C:48](=[CH:47][CH:46]=[CH:45][CH:44]=3)[C:39]([N:51]=[N:30][C:27]3[CH:28]=[CH:29][C:24]([N:23]([CH2:31][CH2:32][OH:33])[CH2:21][CH3:22])=[CH:25][CH:26]=3)=[C:40]([OH:50])[C:41]=2[OH:49])=[CH:10][CH:9]=1)[CH2:5][CH2:6][OH:7])[CH3:3] |f:0.1,2.3,5.6|. Procedure details: A solution of 0.200 mole of p-(N-ethyl-N-2-hydroxyethylamino)benzenediazonium chloride (made as in the following procedure: To a stirred solution of 0.200 g. mole of N-ethyl-N-2-hydroxyethyl-p-phenylenediamine bisulfate, 0.80 g. mole of concentrated hydrochloric acid and 400 ml. of distilled water was added dropwise with stirring at 0°-10° C. a solution of 0.20 g. mole of sodium nitrite in water.) was added dropwise with stirring at 0°-5° C. to a solution of 15.9 g. (0.0994 mole) of 2,3-naphthal... Reactants: O=C1CCC(=O)N1Br, CCOC(=O)c1[nH]cnc1C, CC#N, ClC(Cl)Cl. Yields the product CCOC(=O)c1[nH]c(Br)nc1C. As a reaction SMILES: [Br:12][N:13]1[C:14](=[O:15])[CH2:16][CH2:17][C:18]1=[O:19].[CH3:1][c:2]1[n:3][cH:4][nH:5][c:6]1[C:7](=[O:8])[O:9][CH2:10][CH3:11].[CH3:20][C:21]#[N:22].[CH:23]([Cl:24])([Cl:25])[Cl:26]>>[CH3:1][c:2]1[n:3][c:4]([Br:12])[nH:5][c:6]1[C:7](=[O:8])[O:9][CH2:10][CH3:11]. Reactants: C(CCCCCCC)(=O)[C@](O)(C[N+](C)(C)C)CC([O-])=O (Octanoyl-L-carnitine), CCCCCCCC(=O)OC(CC(=O)O)C[N+](C)(C)C.[Cl-] (octanoyl-carnitine). The solvent is C(C)(=O)[O-] (acetate), P(=O)([O-])([O-])[O-] (phosphate), tris-HCl, NCC(=O)O.[OH-].[Na+] (glycine NaOH). The product is O[C@@H](C[N+](C)(C)C)CC([O-])=O (L-carnitine). As a reaction SMILES: C([C@@:10]([CH2:17][C:18](=[O:20])[O-:19])([CH2:12][N+:13]([CH3:16])([CH3:15])[CH3:14])[OH:11])(=O)CCCCCCC.CCCCCCCC(OC(C[N+](C)(C)C)CC(O)=O)=O.[Cl-]>C([O-])(=O)C.P([O-])([O-])([O-])=O.NCC(O)=O.[OH-].[Na+]>[OH:11][C@H:10]([CH2:17][C:18](=[O:19])[O-:20])[CH2:12][N+:13]([CH3:16])([CH3:14])[CH3:15] |f:1.2,5.6.7|. Procedure details: Octanoyl-L-carnitine solutions, in 100 mM acetate buffer solution (pH 4.5-6.0), in 100 mM phosphate buffer solution (pH 6.5-8.0), in 100 mM tris-HCl buffer solution (pH 8.0-9.0) and in 100 mM glycine/NaOH buffer solution (pH 9.0-10.0) were prepared with a concentration of octanoyl-carnitine of 0.5 mM for each of the solutions. Each of these solutions was subjected to an enzymatic hydrolysis reaction at 37° C. for 10 hours and the amount of L-carnitine formed thereby was determined. The results o...